From a dataset of the Open Reaction Database (ORD), a public repository of structured organic reaction records. describe an organic reaction: reactants, conditions, products, and yield Reactants: CC1(COC(OC1)C(C)[C@H]1CC[C@H]2C3=CC=C4C[C@H](C[C@@H]([C@]4(C)[C@H]3CC[C@]12C)O[Si](C)(C)C(C)(C)C)OC(N(C)C)=O)C (20-(5,5-dimethyl-1,3-dioxan-2-yl)-1α-(tert-butyldimethylsilyl)oxy-3β-(N,N-dimethylcarbamoyl)oxypregna-5,7diene), C1(=CC=C(C=C1)S(=O)(=O)O)C (p-toluenesulfonic acid). The solvent is CC(=O)C (acetone). Yields the product [Si](C)(C)(C(C)(C)C)O[C@H]1C[C@@H](CC2=CC=C3[C@@H]4CC[C@H](C(C)C=O)[C@]4(CC[C@@H]3[C@@]12C)C)OC(N(C)C)=O (1α-(tert-butyldimethylsilyl)oxy-3β-(N,N-dimethylcarbamoyl)oxypregna-5,7-diene-20-carbaldehyde). Yield: 66.6%. As a reaction SMILES: CC1(C)CO[CH:5]([CH:8]([C@@H:10]2[C@:27]3([CH3:28])[C@H:13]([C:14]4[C@H:24]([CH2:25][CH2:26]3)[C@:22]3([CH3:23])[C:17]([CH2:18][C@@H:19]([O:37][C:38](=[O:42])[N:39]([CH3:41])[CH3:40])[CH2:20][C@@H:21]3[O:29][Si:30]([C:33]([CH3:36])([CH3:35])[CH3:34])([CH3:32])[CH3:31])=[CH:16][CH:15]=4)[CH2:12][CH2:11]2)[CH3:9])[O:4]C1.C1(C)C=CC(S(O)(=O)=O)=CC=1>CC(C)=O>[Si:30]([O:29][C@@H:21]1[C@@:22]2([CH3:23])[C:17](=[CH:16][CH:15]=[C:14]3[C@@H:24]2[CH2:25][CH2:26][C@@:27]2([CH3:28])[C@H:13]3[CH2:12][CH2:11][C@@H:10]2[CH:8]([CH:5]=[O:4])[CH3:9])[CH2:18][C@@H:19]([O:37][C:38](=[O:42])[N:39]([CH3:41])[CH3:40])[CH2:20]1)([C:33]([CH3:36])([CH3:34])[CH3:35])([CH3:32])[CH3:31]. Procedure: In 10 ml of acetone was dissolved 110 mg of 20-(5,5-dimethyl-1,3-dioxan-2-yl)-1α-(tert-butyldimethylsilyl)oxy-3β-(N,N-dimethylcarbamoyl)oxypregna-5,7diene, followed by addition of 10 mg of p-toluenesulfonic acid. The mixture was refluxed in an atmosphere of argon gas for 4 hours. The reaction mixture was then worked up in the same manner as Example 156 to give 63 mg of 1α-(tert-butyldimethylsilyl)oxy-3β-(N,N-dimethylcarbamoyl)oxypregna-5,7-diene-20-carbaldehyde showing the following physical pro... The reactants are FC(C(=O)O)(F)F (trifluoroacetic acid), [N+](=O)([O-])[O-].[K+] (potassium nitrate), C(C1=CC=CC=C1)OC1=C(C=C(C=C1)NC(=O)C1=NC=CN=C1)F (N-(4-benzyloxy-3-fluorophenyl)pyrazinecarboxamide). Solvent: C(Cl)(Cl)Cl (chloroform). Reaction conditions: time 8 hour. Yields the product C(C1=CC=CC=C1)OC1=CC(=C(C=C1F)NC(=O)C1=NC=CN=C1)[N+](=O)[O-] (N-(4-benzyloxy-5-fluoro-2-nitrophenyl)pyrazinecarboxamide). Reaction SMILES: FC(F)(F)C(O)=O.[N+:8]([O-:11])([O-])=[O:9].[K+].[CH2:13]([O:20][C:21]1[CH:26]=[CH:25][C:24]([NH:27][C:28]([C:30]2[CH:35]=[N:34][CH:33]=[CH:32][N:31]=2)=[O:29])=[CH:23][C:22]=1[F:36])[C:14]1[CH:19]=[CH:18][CH:17]=[CH:16][CH:15]=1>C(Cl)(Cl)Cl>[CH2:13]([O:20][C:21]1[C:22]([F:36])=[CH:23][C:24]([NH:27][C:28]([C:30]2[CH:35]=[N:34][CH:33]=[CH:32][N:31]=2)=[O:29])=[C:25]([N+:8]([O-:11])=[O:9])[CH:26]=1)[C:14]1[CH:15]=[CH:16][CH:17]=[CH:18][CH:19]=1 |f:1.2|. Procedure: 40 ml of trifluoroacetic acid and 1.99 g of potassium nitrate were added to a chloroform (40 ml) suspension of 5.80 g of N-(4-benzyloxy-3-fluorophenyl)pyrazinecarboxamide, with cooling with ice, and the reaction liquid was stirred overnight at room temperature. The solvent was evaporated away under reduced pressure, and aqueous saturated sodium bicarbonate was added to it. The resulting solid was washed with a mixed solvent of ethyl acetate and hexane to obtain the entitled compound as a yellow ...